From a dataset of the Open Reaction Database (ORD), a public repository of structured organic reaction records. describe an organic reaction: reactants, conditions, products, and yield Reactants: Cc1cc(Cl)ccc1Br, ClC(Cl)(Cl)Cl, CCOC(C)=O, CCCCCC, CC(C)(C#N)N=NC(C)(C)C#N, O=C1CCC(=O)N1Br. Product: Clc1ccc(Br)c(CBr)c1. RXN SMILES: [Br:1][c:2]1[c:3]([CH3:9])[cH:4][c:5]([Cl:8])[cH:6][cH:7]1.[C:36]([Cl:37])([Cl:38])([Cl:39])[Cl:40].[CH3:30][CH2:31][O:32][C:33]([CH3:34])=[O:35].[CH3:41][CH2:42][CH2:43][CH2:44][CH2:45][CH3:46].[N:18]#[C:19][C:20]([N:21]=[N:22][C:23]([C:24]#[N:25])([CH3:26])[CH3:27])([CH3:28])[CH3:29].[O:10]=[C:11]1[N:12]([Br:17])[C:13](=[O:14])[CH2:15][CH2:16]1>>[Br:1][c:2]1[c:3]([CH2:9][Br:17])[cH:4][c:5]([Cl:8])[cH:6][cH:7]1. Starting materials: IC1=CC=C(N)C=C1 (4-iodo-aniline), CC1=C(C=CC(=C1)Cl)B(O)O (2-methyl-4-chlorophenyl-boronic acid), PdCl2(P(o-tolyl)3)2, C(=O)([O-])[O-].[Na+].[Na+] (Na2CO3). Run in COCCOC.CCO.O (DME EtOH H2O). Reaction conditions: temperature 125 celsius. Yields the product ClC1=CC(=C(C=C1)C1=CC=C(C=C1)N)C (4′-Chloro-2′-methyl biphenyl-4-ylamine). As a reaction SMILES: I[C:2]1[CH:8]=[CH:7][C:5]([NH2:6])=[CH:4][CH:3]=1.[CH3:9][C:10]1[CH:15]=[C:14]([Cl:16])[CH:13]=[CH:12][C:11]=1B(O)O.C([O-])([O-])=O.[Na+].[Na+]>COCCOC.CCO.O>[Cl:16][C:14]1[CH:13]=[CH:12][C:11]([C:2]2[CH:8]=[CH:7][C:5]([NH2:6])=[CH:4][CH:3]=2)=[C:10]([CH3:9])[CH:15]=1 |f:2.3.4,5.6.7|. Procedure: A mixture of 4-iodo-aniline (25.0 g, 114.1 mmol), 2-methyl-4-chlorophenyl-boronic acid (29.17 g, 171.1 mmol), PdCl2(P(o-tolyl)3)2 (11.66 g, 14.8 mmol), and Na2CO3 (60.49 g, 570.7 mmol) in DME/EtOH/H2O (100/50/25 mL) was heated 125° C. for 2 h. The reaction mixture was cooled to room temperature, filtered and washed with EtOAc (200 mL). The solvent was removed under reduced pressure. The crude mixture was extracted with ethyl acetate (500 mL) and the organic layer was washed with brine, dried ove... The reactants are CCC1=C(C(=O)OCc2ccccc2)C(c2ccc(F)c(F)c2)NC(OC)=N1, CN(C)c1ccncc1, O=C(Cl)Oc1ccc([N+](=O)[O-])cc1, ClCCl. Product: CCC1=C(C(=O)OCc2ccccc2)C(c2ccc(F)c(F)c2)N(C(=O)Oc2ccc([N+](=O)[O-])cc2)C(OC)=N1. Reaction SMILES: [CH2:1]([c:2]1[cH:3][cH:4][cH:5][cH:6][cH:7]1)[O:8][C:9](=[O:10])[C:11]1=[C:12]([CH2:27][CH3:28])[N:13]=[C:14]([O:25][CH3:26])[NH:15][CH:16]1[c:17]1[cH:18][c:19]([F:24])[c:20]([F:23])[cH:21][cH:22]1.[CH3:42][N:43]([CH3:44])[c:45]1[cH:46][cH:47][n:48][cH:49][cH:50]1.[Cl:29][C:30](=[O:31])[O:32][c:33]1[cH:34][cH:35][c:36]([N+:39](=[O:40])[O-:41])[cH:37][cH:38]1.[Cl:51][CH2:52][Cl:53]>>[CH2:1]([c:2]1[cH:3][cH:4][cH:5][cH:6][cH:7]1)[O:8][C:9](=[O:10])[C:11]1=[C:12]([CH2:27][CH3:28])[N:13]=[C:14]([O:25][CH3:26])[N:15]([C:30](=[O:31])[O:32][c:33]2[cH:34][cH:35][c:36]([N+:39](=[O:40])[O-:41])[cH:37][cH:38]2)[CH:16]1[c:17]1[cH:18][c:19]([F:24])[c:20]([F:23])[cH:21][cH:22]1. Starting materials: BrCc1ccccc1, CC(C)(C)OC(=O)Oc1ccc(C(C)(C)C)c(O)c1, O=C([O-])[O-], CC(C)=O, [K+], [K+]. Product: CC(C)(C)OC(=O)Oc1ccc(C(C)(C)C)c(OCc2ccccc2)c1. RXN SMILES: [Br:26][CH2:27][c:28]1[cH:29][cH:30][cH:31][cH:32][cH:33]1.[C:1]([O:2][C:3]([CH3:4])([CH3:5])[CH3:6])([O:7][c:8]1[cH:9][c:10]([OH:18])[c:11]([C:14]([CH3:15])([CH3:16])[CH3:17])[cH:12][cH:13]1)=[O:19].[C:20](=[O:21])([O-:22])[O-:23].[CH3:34][C:35](=[O:36])[CH3:37].[K+:24].[K+:25]>>[C:1]([O:2][C:3]([CH3:4])([CH3:5])[CH3:6])([O:7][c:8]1[cH:9][c:10]([O:18][CH2:27][c:28]2[cH:29][cH:30][cH:31][cH:32][cH:33]2)[c:11]([C:14]([CH3:15])([CH3:16])[CH3:17])[cH:12][cH:13]1)=[O:19]. Starting materials: C(C)(C)(C)OC(N[C@H](C(=O)C1=CC=C(C=C1)CC)C)=O (tert-butyl[(1S)-2-(4-ethylphenyl)-1-methyl-2-oxoethyl]carbamate), [Al](C(C)C)(C(C)C)C(C)C (Al(iPr)3), CC(C)O (2-propanol). The solvent is C1(=CC=CC=C1)C (toluene). Conditions: temperature 50 celsius. Yields the product C(C)(C)(C)OC(N[C@H]([C@H](O)C1=CC=C(C=C1)CC)C)=O (tert-Butyl[(1S,2R)-2-(4-ethylphenyl)-2-hydroxy-1-methylethyl]carbamate). Reaction SMILES: [C:1]([O:5][C:6](=[O:20])[NH:7][C@@H:8]([CH3:19])[C:9]([C:11]1[CH:16]=[CH:15][C:14]([CH2:17][CH3:18])=[CH:13][CH:12]=1)=[O:10])([CH3:4])([CH3:3])[CH3:2].[Al](C(C)C)(C(C)C)C(C)C.CC(O)C>C1(C)C=CC=CC=1>[C:1]([O:5][C:6](=[O:20])[NH:7][C@@H:8]([CH3:19])[C@@H:9]([C:11]1[CH:16]=[CH:15][C:14]([CH2:17][CH3:18])=[CH:13][CH:12]=1)[OH:10])([CH3:4])([CH3:3])[CH3:2]. Procedure: The procedure described by J. Yin et al., J. Org. Chem. 2006, 71, 840-843) was used. A mixture of tert-butyl[(1S)-2-(4-ethylphenyl)-1-methyl-2-oxoethyl]carbamate (555 mg, 2 mmol), Al(iPr)3 (81 mg, 0.4 mmol), 2-propanol (1.32 g, 22 mmol), and toluene (2.6 ml, 1.3 ml/mmol) was heated in a sealed vial at 50° C. overnight. Then the reaction mixture was cooled to r.t., quenched with aqueous HCl (1 N, 10 ml), and diluted with ethyl acetate (10 ml). The layers were separated, the organic layer was wash... Reactants: [Br-], C=C=C(C)C(N)CCC(=O)OCCCCCCCC, [K+], Cc1ccc(S(=O)(=O)O)cc1. Product: C=C=CC(N)CCC(=O)OCCCCCCCC, Cc1ccc(S(=O)(=O)O)cc1. As a reaction SMILES: [Br-:31].[CH2:12]([CH2:13][CH2:14][CH2:15][CH2:16][CH2:17][CH2:18][CH3:19])[O:20][C:21]([CH2:22][CH2:23][CH:24]([C:25](=[C:26]=[CH2:27])[CH3:28])[NH2:29])=[O:30].[K+:32].[c:1]1([CH3:11])[cH:2][cH:3][c:4]([S:7](=[O:8])(=[O:9])[OH:10])[cH:5][cH:6]1>>[CH2:12]([CH2:13][CH2:14][CH2:15][CH2:16][CH2:17][CH2:18][CH3:19])[O:20][C:21]([CH2:22][CH2:23][CH:24]([CH:25]=[C:26]=[CH2:27])[NH2:29])=[O:30].[c:1]1([CH3:11])[cH:2][cH:3][c:4]([S:7](=[O:8])(=[O:9])[OH:10])[cH:5][cH:6]1. The reactants are FC1=CC(=C(C=C1C=O)O)OC (6-fluoro-3-hydroxy-4-methoxybenzaldehyde), C([O-])([O-])=O.[K+].[K+] (potassium carbonate), CN(C=O)C (dimethylformamide), C1(CCCC1)Br (cyclopentyl bromide). Solvent: O (water). Yields the product C1(CCCC1)OC=1C=C(C=O)C(=CC1OC)F (3-cyclopentyloxy-6-fluoro-4-methoxybenzaldehyde). Reaction SMILES: [F:1][C:2]1[C:7]([CH:8]=[O:9])=[CH:6][C:5]([OH:10])=[C:4]([O:11][CH3:12])[CH:3]=1.C(=O)([O-])[O-].[K+].[K+].CN(C)C=O.[CH:24]1(Br)[CH2:28][CH2:27][CH2:26][CH2:25]1>O>[CH:24]1([O:10][C:5]2[CH:6]=[C:7]([C:2]([F:1])=[CH:3][C:4]=2[O:11][CH3:12])[CH:8]=[O:9])[CH2:28][CH2:27][CH2:26][CH2:25]1 |f:1.2.3|. Procedure: A mixture of 6-fluoro-3-hydroxy-4-methoxybenzaldehyde (2 g), potassium carbonate (1.66 g) and anhydrous dimethylformamide (20 mL) is treated with cyclopentyl bromide (1.62 mL) and heated on a steam bath for 43 hours. The mixture is cooled, poured into water (200 mL) and extracted with diethyl ether (3×100 mL). The combined ethereal extracts are washed with sodium hydroxide solution (2×50 mL; 2 N), and brine (2×50 mL), dried over magnesium sulphate and concentrated. The residual brown oil is subj... Reactants: COC=1C=C(C=C(C1OC)[N+](=O)[O-])C=1N(C(=NN1)C=1C(=NC=CC1)C(F)(F)F)C (3-(5-(3,4-dimethoxy-5-nitrophenyl)-4-methyl-4H-1,2,4-triazol-3-yl)-2-(trifluoromethyl)pyridine), B(Br)(Br)Br (boron tribromide). Solvent: ClCCl (dichloromethane). Conditions: time 7 hour. The product is CN1C(=NN=C1C=1C(=NC=CC1)C(F)(F)F)C1=CC(=C(C(=C1)O)O)[N+](=O)[O-] (5-(4-methyl-5-(2-(trifluoromethyl)pyridin-3-yl)-4H-1,2,4-triazol-3-yl)-3-nitrobenzene-1,2-diol). As a reaction SMILES: C[O:2][C:3]1[CH:4]=[C:5]([C:14]2[N:15]([CH3:29])[C:16]([C:19]3[C:20]([C:25]([F:28])([F:27])[F:26])=[N:21][CH:22]=[CH:23][CH:24]=3)=[N:17][N:18]=2)[CH:6]=[C:7]([N+:11]([O-:13])=[O:12])[C:8]=1[O:9]C.B(Br)(Br)Br>ClCCl>[CH3:29][N:15]1[C:16]([C:19]2[C:20]([C:25]([F:27])([F:28])[F:26])=[N:21][CH:22]=[CH:23][CH:24]=2)=[N:17][N:18]=[C:14]1[C:5]1[CH:4]=[C:3]([OH:2])[C:8]([OH:9])=[C:7]([N+:11]([O-:13])=[O:12])[CH:6]=1. Reported procedure: To a stirred suspension of 3-(5-(3,4-dimethoxy-5-nitrophenyl)-4-methyl-4H-1,2,4-triazol-3-yl)-2-(trifluoromethyl)pyridine (0.192 g, 0.47 mmol) in dichloromethane (20 mL) at −78° C. under argon was added boron tribromide (0.47 g, 1.88 mmol) dropwise. The resulting purple suspension was then allowed to stir at room temperature for seven hours before being cooled in an ice-water bath. The mixture was carefully quenched by the addition of methanol. After stirring at room temperature for thirty minut... The reactants are C(C1=CC=CC=C1)OC1=CC=C(C=C1)C12C3=C(OC1CCCCC2)C(=CC=C3)F (10a-(4-(Benzyloxy)phenyl)-4-fluoro-6,7,8,9,10,10a-hexahydro-5aH-benzo[b]cyclohepta[d]furan), C1(=CC=CC=C1)O (phenol). The product is FC1=CC=CC2=C1OC1C2(CCCCC1)C1=CC=C(C=C1)O (4-(4-Fluoro-6,7,8,9,10,10a-hexahydro-5aH-benzo[b]cyclohepta-[d]furan-10a-yl)phenol). RXN SMILES: C([O:8][C:9]1[CH:14]=[CH:13][C:12]([C:15]23[CH2:24][CH2:23][CH2:22][CH2:21][CH2:20][CH:19]2[O:18][C:17]2[C:25]([F:29])=[CH:26][CH:27]=[CH:28][C:16]3=2)=[CH:11][CH:10]=1)C1C=CC=CC=1.C1(O)C=CC=CC=1>>[F:29][C:25]1[C:17]2[O:18][CH:19]3[CH2:20][CH2:21][CH2:22][CH2:23][CH2:24][C:15]3([C:12]3[CH:11]=[CH:10][C:9]([OH:8])=[CH:14][CH:13]=3)[C:16]=2[CH:28]=[CH:27][CH:26]=1. Reported procedure: The title compound 447 was synthesized from compound 33 (51 mg) using procedure F described for the synthesis of phenol 807. Yield: 31 mg (77%). 1H-NMR (400 MHz, CDCl3): δ ppm 7.14-7.07 (m, 2H), 6.93 (ddd, J=10.68, 8.09, 1.20 Hz, 1H), 6.78 (dt, J=8.02, 7.80, 4.33 Hz, 1H), 6.74-6.68 (m, 3H), 5.00 (dd, J=7.26, 1.60 Hz, 1H), 4.95 (s, 1H), 2.40-2.28 (m, 1H), 2.22 (td, J=14.78, 7.49, 7.49 Hz, 1H), 2.14-2.04 (m, 1H), 1.86 (tdd, J=14.64, 12.73, 1.56, 1.56 Hz, 1H), 1.78-1.49 (m, 4H), 1.16-0.96 (m, 1H), ... Reactants: C1(CC1)NC(NC1=CC(=C(OC2=C3C(=NC=C2)C=C(S3)C=3N(C(=CN3)CN(C(OC(C)(C)C)=O)CCOC)C)C=C1)F)=O (tert-Butyl (2-(7-(4-(3-cyclopropylureido)-2-fluorophenoxy)thieno[3,2-b]pyridin-2-yl)-1-methyl-1H-imidazol-5-yl)methyl(2-methoxyethyl)carbamate), Cl (HCl), O1CCOCC1 (dioxane). Solvent: C(Cl)Cl (DCM), O (water), C(=O)(O)[O-].[Na+] (NaHCO3). Conditions: time 3 hour. Product: C1(CC1)NC(=O)NC1=CC(=C(C=C1)OC1=C2C(=NC=C1)C=C(S2)C=2N(C(=CN2)CNCCOC)C)F (1-Cyclopropyl-3-(3-fluoro-4-(2-(5-((2-methoxyethylamino)methyl)-1-methyl-1H-imidazol-2-yl)thieno[3,2-b]pyridin-7-yloxy)phenyl)urea). The yield is 59.2%. As a reaction SMILES: [CH:1]1([NH:4][C:5](=[O:43])[NH:6][C:7]2[CH:41]=[CH:40][C:10]([O:11][C:12]3[CH:17]=[CH:16][N:15]=[C:14]4[CH:18]=[C:19]([C:21]5[N:22]([CH3:39])[C:23]([CH2:26][N:27]([CH2:35][CH2:36][O:37][CH3:38])C(=O)OC(C)(C)C)=[CH:24][N:25]=5)[S:20][C:13]=34)=[C:9]([F:42])[CH:8]=2)[CH2:3][CH2:2]1.Cl.O1CCOCC1>C(Cl)Cl.O.C([O-])(O)=O.[Na+]>[CH:1]1([NH:4][C:5]([NH:6][C:7]2[CH:41]=[CH:40][C:10]([O:11][C:12]3[CH:17]=[CH:16][N:15]=[C:14]4[CH:18]=[C:19]([C:21]5[N:22]([CH3:39])[C:23]([CH2:26][NH:27][CH2:35][CH2:36][O:37][CH3:38])=[CH:24][N:25]=5)[S:20][C:13]=34)=[C:9]([F:42])[CH:8]=2)=[O:43])[CH2:3][CH2:2]1 |f:5.6|. Procedure details: To a solution of the 347 (426 mg, 0.698 mmol) in DCM (10 ml) was added HCl in dioxane (0.7 ml, 4.01 eq, 2.80 mmol, 4M in dioxane) and the reaction mixture was stirred at RT for 3 hours. The mixture wad diluted with water and solid NaHCO3 was added. The reaction mixture was extracted well with EtOAc then the organic phase was collected, dried over Na2SO4, filtered and concentrated. The residue was purified by column chromatography (eluent 25% MeOH in EtOAc to 50% MeOH in EtOAc) to afford the desi...